describe an organic reaction: reactants, conditions, products, and yield From a dataset of the Open Reaction Database (ORD), a public repository of structured organic reaction records. The reactants are C(C)(C)(C)OC(=O)N1CC=2C=C3C(=CC2C[C@H]1C(=O)O)OC[C@@H](O3)C3=CC(=CC=C3)OCC3=CC(=C(C=C3)Cl)Cl ((3S,8S)-3-[3-(3,4-Dichloro-benzyloxy)-phenyl]-2,3,8,9-tetrahydro-6H-[1,4]dioxino[2,3-g]isoquinoline-7,8-dicarboxylic acid 7-tert-butyl ester), CCN(C(C)C)C(C)C (DIEA), C=1C=CC2=C(C1)N=NN2O (HOBT), Cl.Cl.COC([C@H](CC1=CC=C(C=C1)OC1=C(C(=NC=C1)C)C)N)=O ((S)-2-amino-3-[4-(2,3-dimethyl-pyridin-4-yloxy)-phenyl]-propionic acid methyl ester dihydrochloride). The solvent is C(Cl)Cl (DCM), CCN=C=NCCCN(C)C (EDCI). Run at temperature 0 celsius. Yields the product C(C)(C)(C)OC(=O)N1CC=2C=C3C(=CC2C[C@H]1C(N[C@@H](CC1=CC=C(C=C1)OC1=C(C(=NC=C1)C)C)C(=O)OC)=O)OC[C@@H](O3)C3=CC(=CC=C3)OCC3=CC(=C(C=C3)Cl)Cl ((3S,8S)-3-[3-(3,4-Dichloro-benzyloxy)-phenyl]-8-{(S)-2-[4-(2,3-dimethyl-pyridin-4-yloxy)-phenyl]-1-methoxycarbonyl-ethylcarbamoyl}-2,3,8,9-tetrahydro-6H-[1,4]dioxino[2,3-g]isoquinoline-7-carboxylic acid tert-butyl ester). RXN SMILES: [C:1]([O:5][C:6]([N:8]1[C@H:17]([C:18](O)=[O:19])[CH2:16][C:15]2[CH:14]=[C:13]3[O:21][CH2:22][C@H:23]([C:25]4[CH:30]=[CH:29][CH:28]=[C:27]([O:31][CH2:32][C:33]5[CH:38]=[CH:37][C:36]([Cl:39])=[C:35]([Cl:40])[CH:34]=5)[CH:26]=4)[O:24][C:12]3=[CH:11][C:10]=2[CH2:9]1)=[O:7])([CH3:4])([CH3:3])[CH3:2].C1C=CC2N(O)N=NC=2C=1.Cl.Cl.[CH3:53][O:54][C:55](=[O:74])[C@@H:56]([NH2:73])[CH2:57][C:58]1[CH:63]=[CH:62][C:61]([O:64][C:65]2[CH:70]=[CH:69][N:68]=[C:67]([CH3:71])[C:66]=2[CH3:72])=[CH:60][CH:59]=1.CCN(C(C)C)C(C)C>C(Cl)Cl.CCN=C=NCCCN(C)C>[C:1]([O:5][C:6]([N:8]1[C@H:17]([C:18](=[O:19])[NH:73][C@H:56]([C:55]([O:54][CH3:53])=[O:74])[CH2:57][C:58]2[CH:59]=[CH:60][C:61]([O:64][C:65]3[CH:70]=[CH:69][N:68]=[C:67]([CH3:71])[C:66]=3[CH3:72])=[CH:62][CH:63]=2)[CH2:16][C:15]2[CH:14]=[C:13]3[O:21][CH2:22][C@H:23]([C:25]4[CH:30]=[CH:29][CH:28]=[C:27]([O:31][CH2:32][C:33]5[CH:38]=[CH:37][C:36]([Cl:39])=[C:35]([Cl:40])[CH:34]=5)[CH:26]=4)[O:24][C:12]3=[CH:11][C:10]=2[CH2:9]1)=[O:7])([CH3:2])([CH3:4])[CH3:3] |f:2.3.4|. Procedure details: (3S,8S)-3-[3-(3,4-Dichloro-benzyloxy)-phenyl]-2,3,8,9-tetrahydro-6H-[1,4]dioxino[2,3-g]isoquinoline-7,8-dicarboxylic acid 7-tert-butyl ester (80 mg) was taken up in 2 mL of anhydrous DCM and EDCI (34 mg), HOBT (25 mg) and (S)-2-amino-3-[4-(2,3-dimethyl-pyridin-4-yloxy)-phenyl]-propionic acid methyl ester dihydrochloride (50 mg) were added and stirred for minutes. The reaction mixture was cooled to 0° C. and DIEA (85 mg) was added and reaction was stirred at room temperature for 2 hours. After th... Reactants: solution, Cl (hydrochloric acid), COC1=C(C=CC=C1)N1C(=NC=C1)OCC1CCN(CC1)CC1=CC=CC=C1 (1-(2-methoxyphenyl)-2-[[1-(phenylmethyl)piperidin-4-yl]methoxy]-1H-imidazole). The solvent is C(C)(C)O (isopropanol), ClCCl (dichloromethane). Run at temperature -15 celsius, time 30 minute. Product: OC1=C(C=CC=C1)N1C(=NC=C1)OCC1CCN(CC1)CC1=CC=CC=C1 (1-(2-hydroxyphenyl)-2-[[1-(phenylmethyl)piperidin-4-yl]methoxy]-1H-imidazole). Isolated yield 74.0%. Reaction SMILES: Cl.C[O:3][C:4]1[CH:9]=[CH:8][CH:7]=[CH:6][C:5]=1[N:10]1[CH:14]=[CH:13][N:12]=[C:11]1[O:15][CH2:16][CH:17]1[CH2:22][CH2:21][N:20]([CH2:23][C:24]2[CH:29]=[CH:28][CH:27]=[CH:26][CH:25]=2)[CH2:19][CH2:18]1>C(O)(C)C.ClCCl>[OH:3][C:4]1[CH:9]=[CH:8][CH:7]=[CH:6][C:5]=1[N:10]1[CH:14]=[CH:13][N:12]=[C:11]1[O:15][CH2:16][CH:17]1[CH2:22][CH2:21][N:20]([CH2:23][C:24]2[CH:29]=[CH:28][CH:27]=[CH:26][CH:25]=2)[CH2:19][CH2:18]1. Reported procedure: 2.7 ml of a solution of hydrochloric acid (0.5 N) in isopropanol are slowly added, at 0° C. to a solution of 0.5 g (1.32 mmol) of 1-(2-methoxyphenyl)-2-[[1-(phenylmethyl)piperidin-4-yl]methoxy]-1H-imidazole in 15 ml of dichloromethane. The solvents are removed by evaporation and then the product is taken up in 15 ml of dichloromethane. The solution is cooled to −15° C. and 1.05 ml of boron tribromide is slowly added. The reaction medium is stirred for 3 h 30 min while allowing the temperature to... Starting materials: FC1=C(CC2NCCC(C2)C(=O)OC)C=C(C=C1)F (methyl 2-(2,5-difluorobenzyl)piperidine-4-carboxylate), CCN(C(C)C)C(C)C (DIPEA), C(OC)(=O)Cl (methyl carbonochloridate). Run in C(Cl)Cl (DCM). Conditions: time 1 hour. Yields the product FC1=C(CC2N(CCC(C2)C(=O)OC)C(=O)OC)C=C(C=C1)F (dimethyl 2-(2,5-difluorobenzyl)piperidine-1,4-dicarboxylate). The yield is 100.2%. Reaction SMILES: [F:1][C:2]1[CH:18]=[CH:17][C:16]([F:19])=[CH:15][C:3]=1[CH2:4][CH:5]1[CH2:10][CH:9]([C:11]([O:13][CH3:14])=[O:12])[CH2:8][CH2:7][NH:6]1.CCN(C(C)C)C(C)C.[C:29](Cl)(=[O:32])[O:30][CH3:31]>C(Cl)Cl>[F:1][C:2]1[CH:18]=[CH:17][C:16]([F:19])=[CH:15][C:3]=1[CH2:4][CH:5]1[CH2:10][CH:9]([C:11]([O:13][CH3:14])=[O:12])[CH2:8][CH2:7][N:6]1[C:29]([O:30][CH3:31])=[O:32]. Reported procedure: To a solution of methyl 2-(2,5-difluorobenzyl)piperidine-4-carboxylate (6.65 g, 24.69 mmol) in DCM (100 mL) and DIPEA (5.16 mL, 29.63 mmol) was added methyl carbonochloridate (2.53 mL, 32.10 mmol) dropwise at room temperature under nitrogen. The reaction mixture was stirred at room temperature for 1 h. The reaction was quenched with 0.15 M HCl (250 mL). The organic phase was separated, washed with satd NaHCO3, dried using a phase separator and evaporated to yield dimethyl 2-(2,5-difluorobenzyl)p... The reactants are CCOC(=O)C(O)CNC(=O)c1ccc(CN(C(=O)Nc2cccc(Br)c2)c2ccc(C3CCCCC3)cc2)cc1, CCO, Cl, [Na+], [OH-]. Yields the product O=C(NCC(O)C(=O)O)c1ccc(CN(C(=O)Nc2cccc(Br)c2)c2ccc(C3CCCCC3)cc2)cc1. RXN SMILES: [CH2:1]([CH3:2])[O:3][C:4]([CH:5]([CH2:6][NH:7][C:8]([c:9]1[cH:10][cH:11][c:12]([CH2:15][N:16]([C:17](=[O:18])[NH:19][c:20]2[cH:21][c:22]([Br:26])[cH:23][cH:24][cH:25]2)[c:27]2[cH:28][cH:29][c:30]([CH:33]3[CH2:34][CH2:35][CH2:36][CH2:37][CH2:38]3)[cH:31][cH:32]2)[cH:13][cH:14]1)=[O:39])[OH:40])=[O:41].[CH3:45][CH2:46][OH:47].[ClH:44].[Na+:43].[OH-:42]>>[O:3]=[C:4]([CH:5]([CH2:6][NH:7][C:8]([c:9]1[cH:10][cH:11][c:12]([CH2:15][N:16]([C:17](=[O:18])[NH:19][c:20]2[cH:21][c:22]([Br:26])[cH:23][cH:24][cH:25]2)[c:27]2[cH:28][cH:29][c:30]([CH:33]3[CH2:34][CH2:35][CH2:36][CH2:37][CH2:38]3)[cH:31][cH:32]2)[cH:13][cH:14]1)=[O:39])[OH:40])[OH:41]. Starting materials: Nc1c(C2CCCO2)cc(Br)cc1[N+](=O)[O-], COC(C)(C)C, O=C([O-])[O-], C1COCCO1, CC(C)(O)c1ncc(B2OC(C)(C)C(C)(C)O2)cn1, CCOC(C)=O, ClCCl, [Na+], [Na+], c1ccc(P(c2ccccc2)(c2ccccc2)[Pd](P(c2ccccc2)(c2ccccc2)c2ccccc2)(P(c2ccccc2)(c2ccccc2)c2ccccc2)P(c2ccccc2)(c2ccccc2)c2ccccc2)cc1. The product is CC(C)(O)c1ncc(-c2cc(C3CCCO3)c(N)c([N+](=O)[O-])c2)cn1. As a reaction SMILES: [Br:1][c:2]1[cH:3][c:4]([N+:14](=[O:15])[O-:16])[c:5]([NH2:6])[c:7]([CH:9]2[O:10][CH2:11][CH2:12][CH2:13]2)[cH:8]1.[C:134]([O:135][CH3:136])([CH3:137])([CH3:138])[CH3:139].[C:42](=[O:43])([O-:44])[O-:45].[CH2:17]1[O:18][CH2:19][CH2:20][O:21][CH2:22]1.[CH3:23][C:24]1([CH3:25])[C:26]([CH3:27])([CH3:28])[O:29][B:30]([c:31]2[cH:32][n:33][c:34]([C:37]([CH3:38])([CH3:39])[OH:40])[n:35][cH:36]2)[O:41]1.[CH3:48][CH2:49][O:50][C:51]([CH3:52])=[O:53].[Cl:54][CH2:55][Cl:56].[Na+:46].[Na+:47].[cH:57]1[cH:58][cH:59][c:60]([P:61]([Pd:62]([P:63]([c:64]2[cH:65][cH:66][cH:67][cH:68][cH:69]2)([c:70]2[cH:71][cH:72][cH:73][cH:74][cH:75]2)[c:76]2[cH:77][cH:78][cH:79][cH:80][cH:81]2)([P:82]([c:83]2[cH:84][cH:85][cH:86][cH:87][cH:88]2)([c:89]2[cH:90][cH:91][cH:92][cH:93][cH:94]2)[c:95]2[cH:96][cH:97][cH:98][cH:99][cH:100]2)[P:101]([c:102]2[cH:103][cH:104][cH:105][cH:106][cH:107]2)([c:108]2[cH:109][cH:110][cH:111][cH:112][cH:113]2)[c:114]2[cH:115][cH:116][cH:117][cH:118][cH:119]2)([c:120]2[cH:121][cH:122][cH:123][cH:124][cH:125]2)[c:126]2[cH:127][cH:128][cH:129][cH:130][cH:131]2)[cH:132][cH:133]1>>[c:2]1(-[c:31]2[cH:32][n:33][c:34]([C:37]([CH3:38])([CH3:39])[OH:40])[n:35][cH:36]2)[cH:3][c:4]([N+:14](=[O:15])[O-:16])[c:5]([NH2:6])[c:7]([CH:9]2[O:10][CH2:11][CH2:12][CH2:13]2)[cH:8]1. Starting materials: C1CCOC1, CCO, CCOC(C)=O, Clc1ccnc(Cl)n1, Nc1ccc(F)cc1, [Na+], O=C([O-])O. Product: Fc1ccc(Nc2ccnc(Cl)n2)cc1. As a reaction SMILES: [CH2:22]1[O:23][CH2:24][CH2:25][CH2:26]1.[CH3:27][CH2:28][OH:29].[CH3:30][CH2:31][O:32][C:33]([CH3:34])=[O:35].[Cl:1][c:2]1[n:3][cH:4][cH:5][c:6]([Cl:8])[n:7]1.[NH2:14][c:15]1[cH:16][cH:17][c:18]([F:19])[cH:20][cH:21]1.[Na+:13].[O-:9][C:10]([OH:11])=[O:12]>>[Cl:1][c:2]1[n:3][cH:4][cH:5][c:6]([NH:14][c:15]2[cH:16][cH:17][c:18]([F:19])[cH:20][cH:21]2)[n:7]1. Reactants: O=C(O)Cn1c(-c2cccc(Br)c2)nc2cccnc21, O=C(n1ccnc1)n1ccnc1, C1CCNCC1, C1CCOC1. Product: O=C(Cn1c(-c2cccc(Br)c2)nc2cccnc21)N1CCCCC1. As a reaction SMILES: [Br:1][c:2]1[cH:3][c:4](-[c:8]2[n:9][c:10]3[c:11]([n:12][cH:13][cH:14][cH:15]3)[n:16]2[CH2:17][C:18](=[O:19])[OH:20])[cH:5][cH:6][cH:7]1.[C:21]([n:22]1[cH:23][cH:24][n:25][cH:26]1)([n:27]1[cH:28][cH:29][n:30][cH:31]1)=[O:32].[CH2:33]1[CH2:34][CH2:35][NH:36][CH2:37][CH2:38]1.[O:39]1[CH2:40][CH2:41][CH2:42][CH2:43]1>>[Br:1][c:2]1[cH:3][c:4](-[c:8]2[n:9][c:10]3[c:11]([n:12][cH:13][cH:14][cH:15]3)[n:16]2[CH2:17][C:18](=[O:20])[N:36]2[CH2:35][CH2:34][CH2:33][CH2:38][CH2:37]2)[cH:5][cH:6][cH:7]1.